From a dataset of the Open Reaction Database (ORD), a public repository of structured organic reaction records. describe an organic reaction: reactants, conditions, products, and yield Starting materials: C(CCC)(=O)C1=CC=CC=C1 (butyrophenone), C(CCC)[Li] (n-butyl lithium), [NH4+].[Cl-] (NH4Cl), C(CC(=O)C)(=O)OC (methyl acetoacetate), [H-].[Na+] (NaH), ketone. The solvent is CCCCCC (hexane), O1CCCC1 (tetrahydrofuran). Conditions: temperature 0 celsius, time 90 minute. The product is OC1=CC(OC(C1)(CCC)C1=CC=CC=C1)=O (5,6-Dihydro-4-hydroxy-6-phenyl-6-propyl-2H-pyran-2-one), solid. Reaction SMILES: [C:1]([O:7][CH3:8])(=[O:6])[CH2:2][C:3]([CH3:5])=[O:4].[H-].[Na+].[CH2:11]([Li])[CH2:12][CH2:13]C.C([C:21]1[CH:26]=[CH:25][CH:24]=[CH:23][CH:22]=1)(=O)CCC.[NH4+].[Cl-]>CCCCCC.O1CCCC1>[OH:4][C:3]1[CH2:5][C:8]([C:21]2[CH:26]=[CH:25][CH:24]=[CH:23][CH:22]=2)([CH2:11][CH2:12][CH3:13])[O:7][C:1](=[O:6])[CH:2]=1 |f:1.2,5.6|. Procedure details: The title compound was prepared as described in the General Method 1 using 5 mmol of methyl acetoacetate, 5.5 mmol of NaH 60% dispersion in oil, 5.5 mmol of 1.6M n-butyl lithium in hexane, 5.5 mmol of butyrophenone and 14 mL of tetrahydrofuran. After addition of the ketone, the reaction was stirred for 90 minutes at 0° C. The reaction was poured into saturated NH4Cl solution and extracted with ethyl acetate. The organic layer was dried over MgSO4, concentrated, and the residue flash chromatograp... Reactants: C(#N)C=1C=CC2=C(N=C(O2)C(C)(O)C2=C3C=CN(C3=C(C=C2OC)C)C(=O)OC(C)(C)C)C1 (tert-butyl 4-(1-(5-cyanobenzo[d]oxazol-2-yl)-1-hydroxyethyl)-5-methoxy-7-methyl-1H-indole-1-carboxylate), CI (MeI), [H-].[Na+] (NaH). The solvent is CN(C)C=O (DMF). Run at temperature 0 celsius, time 1.5 hour. Yields the product C(C)(C)(C)OC(=O)N1C=CC2=C(C(=CC(=C12)C)OC)C(C)(OC)C=1OC2=C(N1)C=C(C=C2)C#N ((±)-tert-Butyl-4-(1-(5-cyanobenzo[d]oxazol-2-yl)-1-methoxyethyl)-5-methoxy-7-methyl-1H-indole-1-carboxylate). RXN SMILES: [C:1]([C:3]1[CH:4]=[CH:5][C:6]2[O:10][C:9]([C:11]([C:14]3[C:22]([O:23][CH3:24])=[CH:21][C:20]([CH3:25])=[C:19]4[C:15]=3[CH:16]=[CH:17][N:18]4[C:26]([O:28][C:29]([CH3:32])([CH3:31])[CH3:30])=[O:27])([OH:13])[CH3:12])=[N:8][C:7]=2[CH:33]=1)#[N:2].[CH3:34]I.[H-].[Na+]>CN(C=O)C>[C:29]([O:28][C:26]([N:18]1[C:19]2[C:15](=[C:14]([C:11]([C:9]3[O:10][C:6]4[CH:5]=[CH:4][C:3]([C:1]#[N:2])=[CH:33][C:7]=4[N:8]=3)([O:13][CH3:34])[CH3:12])[C:22]([O:23][CH3:24])=[CH:21][C:20]=2[CH3:25])[CH:16]=[CH:17]1)=[O:27])([CH3:32])([CH3:31])[CH3:30] |f:2.3|. Procedure: To a solution of tert-butyl 4-(1-(5-cyanobenzo[d]oxazol-2-yl)-1-hydroxyethyl)-5-methoxy-7-methyl-1H-indole-1-carboxylate (250 mg, 0.559 mmol) in DMF (5.7 mL) at 0° C. was added successively MeI (0.105 mL, 1.676 mmol) and NaH (60% in mineral, 33.5 mg, 0.838 mmol). The reaction mixture was stirred at 0° C. for 1.5 h. The reaction mixture was quenched with 4 mL of saturated aq. solution of ammonium chloride and diluted with water and EtOAc. The layers were separated and the aqueous layer was extrac... The reactants are CO, Cl, CCOC(=O)c1ccc(OC)c(C(=O)Nc2ccc(OC(F)(F)F)cc2)c1, [K+], [OH-]. Product: COc1ccc(C(=O)O)cc1C(=O)Nc1ccc(OC(F)(F)F)cc1. RXN SMILES: [CH3:31][OH:32].[ClH:30].[F:1][C:2]([O:3][c:4]1[cH:5][cH:6][c:7]([NH:10][C:11]([c:12]2[cH:13][c:14]([C:15](=[O:16])[O:17][CH2:18][CH3:19])[cH:20][cH:21][c:22]2[O:23][CH3:24])=[O:25])[cH:8][cH:9]1)([F:26])[F:27].[K+:29].[OH-:28]>>[F:1][C:2]([O:3][c:4]1[cH:5][cH:6][c:7]([NH:10][C:11]([c:12]2[cH:13][c:14]([C:15](=[O:16])[OH:17])[cH:20][cH:21][c:22]2[O:23][CH3:24])=[O:25])[cH:8][cH:9]1)([F:26])[F:27]. The reactants are C(C1=CC=CC=C1)OC1=CC2=C(N=CNC2=O)C=N1 (6-Benzyloxy-3H-pyrido[3,4-d]pyrimidine-4-one), S(=O)(Cl)Cl (thionyl chloride). The reagents and catalysts are CN(C=O)C (dimethyl formamide). Run at time 8 hour. The product is C(C1=CC=CC=C1)OC1=CC2=C(N=CN=C2Cl)C=N1 (6-benzyloxy4-chloropyrido[3,4-d]pyrimidine). As a reaction SMILES: [CH2:1]([O:8][C:9]1[N:19]=[CH:18][C:12]2[N:13]=[CH:14][NH:15][C:16](=O)[C:11]=2[CH:10]=1)[C:2]1[CH:7]=[CH:6][CH:5]=[CH:4][CH:3]=1.S(Cl)([Cl:22])=O>CN(C)C=O>[CH2:1]([O:8][C:9]1[N:19]=[CH:18][C:12]2[N:13]=[CH:14][N:15]=[C:16]([Cl:22])[C:11]=2[CH:10]=1)[C:2]1[CH:7]=[CH:6][CH:5]=[CH:4][CH:3]=1. Procedure: 6-Chloro-3H-pyrido[3,4-d]pyrimidine-4-one (9.08 g, 50.0 mmol) was reacted with sodium hydride (60% dispersion on mineral oil, 8.14 g, 203.5 mmol) in benzyl alcohol at 150° C. for 18 hours. The mixture was partitioned between water and ether (water layer at pH14 from the excess sodium hydride) and the layers separated. The aqueous layer was further washed with ether, and then acidified to pH1 with dilute HCl, giving a cream precipitate. This was collected by filtration and dried at 60° C. in vacu... Reactants: NC1=NC=NN2C1=C(C(=C2CN2CCN(CC2)C(=O)OC(C)(C)C)Cl)C=2SC1=C(C2)C=C(C=C1OC)C (tert-Butyl 4-{[4-amino-6-chloro-5-(7-methoxy-5-methyl-1-benzothiophen-2-yl)pyrrolo[2,1-f]-[1,2,4]triazin-7-yl]methyl}piperazine-1-carboxylate), solution, Cl (hydrogen chloride). The solvent is O1CCOCC1 (1,4-dioxane). Yields the product Cl.Cl.Cl.ClC=1C(=C2C(=NC=NN2C1CN1CCNCC1)N)C=1SC2=C(C1)C=C(C=C2OC)C (6-Chloro-5-(7-methoxy-5-methyl-1-benzothiophen-2-yl)-7-(piperazin-1-ylmethyl)pyrrolo[2,1-f]-[1,2,4]triazin-4-amine trihydrochloride). Reaction SMILES: [NH2:1][C:2]1[C:7]2=[C:8]([C:26]3[S:27][C:28]4[C:34]([O:35][CH3:36])=[CH:33][C:32]([CH3:37])=[CH:31][C:29]=4[CH:30]=3)[C:9]([Cl:25])=[C:10]([CH2:11][N:12]3[CH2:17][CH2:16][N:15](C(OC(C)(C)C)=O)[CH2:14][CH2:13]3)[N:6]2[N:5]=[CH:4][N:3]=1.[ClH:38]>O1CCOCC1>[ClH:25].[ClH:38].[ClH:25].[Cl:25][C:9]1[C:8]([C:26]2[S:27][C:28]3[C:34]([O:35][CH3:36])=[CH:33][C:32]([CH3:37])=[CH:31][C:29]=3[CH:30]=2)=[C:7]2[N:6]([C:10]=1[CH2:11][N:12]1[CH2:13][CH2:14][NH:15][CH2:16][CH2:17]1)[N:5]=[CH:4][N:3]=[C:2]2[NH2:1] |f:3.4.5.6|. Procedure details: Intermediate 60A (65 mg, 0.12 mmol) was stirred in 1 ml of a 4 M solution of hydrogen chloride in 1,4-dioxane for 2 h at rt. The suspension was evaporated to dryness, and the crude product was purified by preparative RP-HPLC (Reprosil C18, gradient 10-95% acetonitrile/0.1% aq. hydrochloric acid) affording 49 mg (74% of th.) of the title compound.